Dataset: the Open Reaction Database (ORD), a public repository of structured organic reaction records. Task: describe an organic reaction: reactants, conditions, products, and yield The reactants are N1(CCCCC1)C=1SC=C(N1)C(=O)OCC (ethyl 2-piperidinothiazole-4-carboxylate), [H-].[Al+3].[Li+].[H-].[H-].[H-] (lithium aluminum hydride). Run in O1CCCC1 (tetrahydrofuran). Yields the product N1(CCCCC1)C=1SC=C(N1)CO (2-piperidinothiazol-4-yimethanol). As a reaction SMILES: [N:1]1([C:7]2[S:8][CH:9]=[C:10]([C:12](OCC)=[O:13])[N:11]=2)[CH2:6][CH2:5][CH2:4][CH2:3][CH2:2]1.[H-].[Al+3].[Li+].[H-].[H-].[H-]>O1CCCC1>[N:1]1([C:7]2[S:8][CH:9]=[C:10]([CH2:12][OH:13])[N:11]=2)[CH2:6][CH2:5][CH2:4][CH2:3][CH2:2]1 |f:1.2.3.4.5.6|. Procedure details: The reaction described in Preparation 15 was repeated, but using 3.0 g of ethyl 2-piperidinothiazole-4-carboxylate, 0.5 g of lithium aluminum hydride and 50 ml of tetrahydrofuran, giving the title compound as pale yellow prisms. Reaction SMILES: [C:44]([O:45][CH2:46][CH3:47])(=[O:48])[CH3:49].[CH3:36][OH:37].[CH3:38][CH2:39][CH2:40][CH2:41][CH2:42][CH3:43].[Cl:1][c:2]1[c:3](-[c:9]2[cH:10][c:11]3[n:12]([CH2:29][CH2:30][CH2:31][OH:32])[c:13]4[cH:14][cH:15][c:16]([O:27][CH3:28])[cH:17][c:18]4[c:19]3[c:20]3[c:21]2[C:22](=[O:26])[NH:23][C:24]3=[O:25])[c:4]([Cl:8])[cH:5][cH:6][cH:7]1.[Cl:33][CH2:34][Cl:35]>>[Cl:1][c:2]1[c:3](-[c:9]2[cH:10][c:11]3[n:12]([CH2:29][CH2:30][C:31](=[O:32])[OH:37])[c:13]4[cH:14][cH:15][c:16]([O:27][CH3:28])[cH:17][c:18]4[c:19]3[c:20]3[c:21]2[C:22](=[O:26])[NH:23][C:24]3=[O:25])[c:4]([Cl:8])[cH:5][cH:6][cH:7]1. The product is COc1ccc2c(c1)c1c3c(c(-c4c(Cl)cccc4Cl)cc1n2CCC(=O)O)C(=O)NC3=O. Starting materials: CCOC(C)=O, CO, CCCCCC, COc1ccc2c(c1)c1c3c(c(-c4c(Cl)cccc4Cl)cc1n2CCCO)C(=O)NC3=O, ClCCl. Reactants: CON=C1CCN(C(=O)OC(C)(C)C)CC1, CO, Cl, C1COCCO1. The product is Cl, CON=C1CCNCC1. Reaction SMILES: [C:1]([O:2][C:3](=[O:4])[N:8]1[CH2:9][CH2:10][C:11](=[N:14][O:15][CH3:16])[CH2:12][CH2:13]1)([CH3:5])([CH3:6])[CH3:7].[CH3:24][OH:25].[ClH:17].[O:18]1[CH2:19][CH2:20][O:21][CH2:22][CH2:23]1>>[ClH:17].[NH:8]1[CH2:9][CH2:10][C:11](=[N:14][O:15][CH3:16])[CH2:12][CH2:13]1. The reactants are C1(CCCCCC1)NCCO (N-cycloheptyl-N-(2-hydroxyethyl)amine), O=S(Cl)Cl (SOCl2). Procedure: 2-Hydroxyethylamine was reacted with cycloheptyl bromide according to Method B2a to give N-cycloheptyl-N-(2-hydroxyethyl)amine. The alcohol was reacted with SOCl2 according to Method B7c to give N-cycloheptyl-N-(2-chloroethyl)ammonium chloride. The chloroethylamine was reacted with 2-methyl-4-nitrophenyl isothiocyanate to give 2-(2-methyl-4-nitrophenylimino)-3-cycloheptyl-1,3-thiazolidine. The product is [Cl-].C1(CCCCCC1)[NH2+]CCCl (N-cycloheptyl-N-(2-chloroethyl)ammonium chloride). Reaction SMILES: [CH:1]1([NH:8][CH2:9][CH2:10]O)[CH2:7][CH2:6][CH2:5][CH2:4][CH2:3][CH2:2]1.O=S(Cl)[Cl:14]>>[Cl-:14].[CH:1]1([NH2+:8][CH2:9][CH2:10][Cl:14])[CH2:7][CH2:6][CH2:5][CH2:4][CH2:3][CH2:2]1 |f:2.3|. The reactants are CCc1cnc(CCNC(=O)OCc2ccccc2)o1, CCO, Cl. Yields the product CCc1cnc(CCN)o1. RXN SMILES: [CH2:1]([O:2][C:3](=[O:4])[NH:10][CH2:11][CH2:12][c:13]1[o:14][c:15]([CH2:18][CH3:19])[cH:16][n:17]1)[c:5]1[cH:6][cH:7][cH:8][cH:9][cH:20]1.[CH3:22][CH2:23][OH:24].[ClH:21]>>[NH2:10][CH2:11][CH2:12][c:13]1[o:14][c:15]([CH2:18][CH3:19])[cH:16][n:17]1. The reactants are Cc1ccc(N)cc1N(C)Cc1ccccc1, CO, CSc1nccc(O)n1. Yields the product Cc1ccc(Nc2nccc(O)n2)cc1N(C)Cc1ccccc1. Reaction SMILES: [CH2:1]([c:2]1[cH:3][cH:4][cH:5][cH:6][cH:7]1)[N:8]([c:9]1[cH:10][c:11]([NH2:16])[cH:12][cH:13][c:14]1[CH3:15])[CH3:17].[CH3:27][OH:28].[OH:18][c:19]1[n:20][c:21]([S:25][CH3:26])[n:22][cH:23][cH:24]1>>[CH2:1]([c:2]1[cH:3][cH:4][cH:5][cH:6][cH:7]1)[N:8]([c:9]1[cH:10][c:11]([NH:16][c:21]2[n:20][c:19]([OH:18])[cH:24][cH:23][n:22]2)[cH:12][cH:13][c:14]1[CH3:15])[CH3:17]. Reactants: CC(C)(C)[O-], COC[P+](c1ccccc1)(c1ccccc1)c1ccccc1, COC(=O)c1ccc(C=O)cc1, [Cl-], [K+], C1CCOC1. Product: COC=Cc1ccc(C(=O)OC)cc1. RXN SMILES: [CH3:24][C:25]([CH3:26])([O-:27])[CH3:28].[CH3:2][O:3][CH2:4][P+:5]([c:6]1[cH:7][cH:8][cH:9][cH:10][cH:11]1)([c:12]1[cH:13][cH:14][cH:15][cH:16][cH:17]1)[c:18]1[cH:19][cH:20][cH:21][cH:22][cH:23]1.[CH:30](=[O:31])[c:32]1[cH:33][cH:34][c:35]([C:36](=[O:37])[O:38][CH3:39])[cH:40][cH:41]1.[Cl-:1].[K+:29].[O:42]1[CH2:43][CH2:44][CH2:45][CH2:46]1>>[CH3:2][O:3][CH:4]=[CH:30][c:32]1[cH:33][cH:34][c:35]([C:36](=[O:37])[O:38][CH3:39])[cH:40][cH:41]1. Reaction SMILES: [CH3:35][N:36]([CH3:37])[CH:38]=[O:39].[CH3:5][S:6]([O:7][CH2:10][CH2:11][O:12][c:13]1[cH:14][cH:15][c:16]([CH2:19][CH:20]([C:21](=[O:22])[O:23][CH2:24][CH3:25])[CH2:26][CH2:27][O:28][c:29]2[cH:30][cH:31][cH:32][cH:33][cH:34]2)[cH:17][cH:18]1)(=[O:8])=[O:9].[N-:2]=[N+:3]=[N-:4].[Na+:1]>>[N:2](=[N+:3]=[N-:4])[CH2:10][CH2:11][O:12][c:13]1[cH:14][cH:15][c:16]([CH2:19][CH:20]([C:21](=[O:22])[O:23][CH2:24][CH3:25])[CH2:26][CH2:27][O:28][c:29]2[cH:30][cH:31][cH:32][cH:33][cH:34]2)[cH:17][cH:18]1. The product is CCOC(=O)C(CCOc1ccccc1)Cc1ccc(OCCN=[N+]=[N-])cc1. The reactants are CN(C)C=O, CCOC(=O)C(CCOc1ccccc1)Cc1ccc(OCCOS(C)(=O)=O)cc1, [N-]=[N+]=[N-], [Na+]. The reactants are CCc1nc2c(C)cc(C)nc2n1Cc1ccc(NC2CCN(C(=O)OC(C)(C)C)CC2)cc1, CCOC(C)=O, ClC(Cl)Cl, Cl. Product: CCc1nc2c(C)cc(C)nc2n1Cc1ccc(NC2CCNCC2)cc1. Reaction SMILES: [C:1]([O:2][C:3](=[O:4])[N:8]1[CH2:9][CH2:10][CH:11]([NH:14][c:15]2[cH:16][cH:17][c:18]([CH2:21][n:22]3[c:23]([CH2:33][CH3:34])[n:24][c:25]4[c:26]3[n:27][c:28]([CH3:32])[cH:29][c:30]4[CH3:31])[cH:19][cH:20]2)[CH2:12][CH2:13]1)([CH3:5])([CH3:6])[CH3:7].[C:35]([O:36][CH2:37][CH3:38])(=[O:39])[CH3:40].[CH:42]([Cl:43])([Cl:44])[Cl:45].[ClH:41]>>[NH:8]1[CH2:9][CH2:10][CH:11]([NH:14][c:15]2[cH:16][cH:17][c:18]([CH2:21][n:22]3[c:23]([CH2:33][CH3:34])[n:24][c:25]4[c:26]3[n:27][c:28]([CH3:32])[cH:29][c:30]4[CH3:31])[cH:19][cH:20]2)[CH2:12][CH2:13]1. Starting materials: CCOC(=O)CC1CN=C(c2cc3cc(Oc4ccc(S(C)(=O)=O)nc4)ccc3[nH]2)S1, CCO, [Na+], C1CCOC1, [OH-]. The product is CS(=O)(=O)c1ccc(Oc2ccc3[nH]c(C4=NCC(CC(=O)O)S4)cc3c2)cn1. RXN SMILES: [CH3:1][S:2](=[O:3])(=[O:4])[c:5]1[cH:6][cH:7][c:8]([O:11][c:12]2[cH:13][c:14]3[cH:15][c:16]([C:21]4=[N:25][CH2:24][CH:23]([CH2:26][C:27](=[O:28])[O:29][CH2:30][CH3:31])[S:22]4)[nH:17][c:18]3[cH:19][cH:20]2)[cH:9][n:10]1.[CH3:34][CH2:35][OH:36].[Na+:33].[O:37]1[CH2:38][CH2:39][CH2:40][CH2:41]1.[OH-:32]>>[CH3:1][S:2](=[O:3])(=[O:4])[c:5]1[cH:6][cH:7][c:8]([O:11][c:12]2[cH:13][c:14]3[cH:15][c:16]([C:21]4=[N:25][CH2:24][CH:23]([CH2:26][C:27](=[O:28])[OH:29])[S:22]4)[nH:17][c:18]3[cH:19][cH:20]2)[cH:9][n:10]1.